Dataset: the Open Reaction Database (ORD), a public repository of structured organic reaction records. Task: describe an organic reaction: reactants, conditions, products, and yield The reactants are Cl.CC1=NC=CC(=C1)C1=CC=C(C(=O)O)C=C1 (4-(2-methylpyridin-4-yl)benzoic acid hydrochloride), CO (methanol), S(=O)(Cl)Cl (thionyl chloride). Product: Cl.CC1=NC=CC(=C1)C1=CC=C(C(=O)OC)C=C1 (Methyl 4-(2-methylpyridin-4-yl)benzoate hydrochloride). Reaction SMILES: Cl.[CH3:2][C:3]1[CH:8]=[C:7]([C:9]2[CH:17]=[CH:16][C:12]([C:13]([OH:15])=[O:14])=[CH:11][CH:10]=2)[CH:6]=[CH:5][N:4]=1.S(Cl)([Cl:20])=O.[CH3:22]O>>[ClH:20].[CH3:2][C:3]1[CH:8]=[C:7]([C:9]2[CH:17]=[CH:16][C:12]([C:13]([O:15][CH3:22])=[O:14])=[CH:11][CH:10]=2)[CH:6]=[CH:5][N:4]=1 |f:0.1,4.5|. Reported procedure: In methanol (100 ml), 4-(2-methylpyridin-4-yl)benzoic acid hydrochloride (5.00 g) was dissolved. To the resulting solution, thionyl chloride (1.73 ml) was added dropwise, followed by heating under reflux for 3.5 hours. The reaction mixture was distilled to remove the solvent and pale brown crystals thus precipitated were washed with ethyl acetate, whereby the title compound (4.70 g, 89%) was obtained. The reactants are NC1=C(C(=O)O)C=CC(=C1)C(F)(F)F (2-Amino-4-trifluoromethyl-benzoic acid), CO (methanol), B(F)(F)F.CCOCC (boron trifluoride etherate), C([O-])([O-])=O.[Na+].[Na+] (sodium carbonate). Run in O (water). Run at time 15 minute. The product is NC1=C(C(=O)OC)C=CC(=C1)C(F)(F)F (methyl 2-amino-4-trifluoromethyl-benzoate). RXN SMILES: [NH2:1][C:2]1[CH:10]=[C:9]([C:11]([F:14])([F:13])[F:12])[CH:8]=[CH:7][C:3]=1[C:4]([OH:6])=[O:5].CO.B(F)(F)F.[CH3:21]COCC.C(=O)([O-])[O-].[Na+].[Na+]>O>[NH2:1][C:2]1[CH:10]=[C:9]([C:11]([F:12])([F:13])[F:14])[CH:8]=[CH:7][C:3]=1[C:4]([O:6][CH3:21])=[O:5] |f:2.3,4.5.6|. Reported procedure: 2-Amino-4-trifluoromethyl-benzoic acid (141.2 g.), methanol (1.51 liters) and boron trifluoride etherate (506 cc.) are heated to the reflux temperature for 99 hours. The solution obtained is added to sodium carbonate (350 g.) in iced water (2.8 kg.). The mixture is stirred for 15 minutes and is then extracted with ethyl ether (3 liters). The ether layer is washed with water (250 cc.) and then dried over anhydrous magnesium sulphate (30 g.). After filtration and concentration, methyl 2-amino-4-tr...